This data is from the Open Reaction Database (ORD), a public repository of structured organic reaction records. The task is: describe an organic reaction: reactants, conditions, products, and yield The reactants are S(O)(O)(=O)=O (sulfuric acid), N1=CC=CC=C1 (pyridine). The product is N1=CC(=CC=C1)S(=O)(=O)O (pyridine-3-sulfonic acid). Yield: 50.0%. Reported procedure: Fischer (Ber., Vol. 15, 62 (1882) described already in 1882 the sulfonation of pyridine with concentrated sulfuric acid at 300° to 350° C. and after a reaction time of 24 hours, pyridine-3-sulfonic acid could be isolated with a yield of 50%. Subsequent investigations had the goal to produce the acid under milder reaction conditions in a shorter reaction time with a higher yield. Reaction SMILES: [S:1](=[O:5])(=O)([OH:3])[OH:2].[N:6]1[CH:11]=[CH:10][CH:9]=[CH:8][CH:7]=1>>[N:6]1[CH:11]=[CH:10][CH:9]=[C:8]([S:1]([OH:3])(=[O:5])=[O:2])[CH:7]=1. The reactants are O=c1c2cc(Br)ccc2ccc2ncc(Cl)cc12, CC(C)(C)[O-], COc1ccc(CN)c(OC)c1, O=C(C=Cc1ccccc1)C=Cc1ccccc1, O=C(C=Cc1ccccc1)C=Cc1ccccc1, O=C(C=Cc1ccccc1)C=Cc1ccccc1, [Na+], C1COCCO1, [Pd], [Pd]. Product: COc1ccc(CNc2ccc3ccc4ncc(Cl)cc4c(=O)c3c2)c(OC)c1. As a reaction SMILES: [Br:1][c:2]1[cH:3][cH:4][c:5]2[c:6]([c:7](=[O:17])[c:8]3[c:9]([n:10][cH:11][c:12]([Cl:14])[cH:13]3)[cH:15][cH:16]2)[cH:18]1.[CH3:19][C:20]([CH3:21])([O-:22])[CH3:23].[CH3:25][O:26][c:27]1[c:28]([CH2:29][NH2:30])[cH:31][cH:32][c:33]([O:35][CH3:36])[cH:34]1.[CH:39](=[CH:40][C:41]([CH:42]=[CH:43][c:44]1[cH:45][cH:46][cH:47][cH:48][cH:49]1)=[O:50])[c:51]1[cH:52][cH:53][cH:54][cH:55][cH:56]1.[CH:57](=[CH:58][C:59]([CH:60]=[CH:61][c:62]1[cH:63][cH:64][cH:65][cH:66][cH:67]1)=[O:68])[c:69]1[cH:70][cH:71][cH:72][cH:73][cH:74]1.[CH:75](=[CH:76][C:77]([CH:78]=[CH:79][c:80]1[cH:81][cH:82][cH:83][cH:84][cH:85]1)=[O:86])[c:87]1[cH:88][cH:89][cH:90][cH:91][cH:92]1.[Na+:24].[O:93]1[CH2:94][CH2:95][O:96][CH2:97][CH2:98]1.[Pd:37].[Pd:38]>>[c:2]1([NH:30][CH2:29][c:28]2[c:27]([O:26][CH3:25])[cH:34][c:33]([O:35][CH3:36])[cH:32][cH:31]2)[cH:3][cH:4][c:5]2[c:6]([c:7](=[O:17])[c:8]3[c:9]([n:10][cH:11][c:12]([Cl:14])[cH:13]3)[cH:15][cH:16]2)[cH:18]1. Reactants: Cl (hydrochloric acid), BrC1=C(OC=2N=CN=C(C21)O[C@@H]2C[C@H](CCC2)O)C2=CC=CC=C2 (trans-3-[(5-bromo-6-phenylfuro[2,3-d]pyrimidin-4-yl)oxy]cyclohexanol), C(C)(C)(C)OC(CBr)=O (bromoacetic acid tert-butyl ester), [OH-].[Na+] (sodium hydroxide). The reagents and catalysts are S(=O)(=O)(O)[O-].C(CCC)[N+](CCCC)(CCCC)CCCC (tetra-n-butylammonium hydrogen sulphate). Run in O (water), C1(=CC=CC=C1)C (toluene), C1(=CC=CC=C1)C (toluene). Conditions: temperature 60 celsius, time 3 hour. Yields the product C(C)(C)(C)OC(CO[C@@H]1C[C@H](CCC1)OC=1C2=C(N=CN1)OC(=C2Br)C2=CC=CC=C2)=O (trans-({3-[(5-Bromo-6-phenylfuro[2,3-d]pyrimidin-4-yl)oxy]cyclohexyl}oxy)acetic acid tert-butyl ester). RXN SMILES: [Br:1][C:2]1[C:10]2[C:9]([O:11][C@H:12]3[CH2:17][CH2:16][CH2:15][C@H:14]([OH:18])[CH2:13]3)=[N:8][CH:7]=[N:6][C:5]=2[O:4][C:3]=1[C:19]1[CH:24]=[CH:23][CH:22]=[CH:21][CH:20]=1.[OH-].[Na+].[C:27]([O:31][C:32](=[O:35])[CH2:33]Br)([CH3:30])([CH3:29])[CH3:28].Cl>C1(C)C=CC=CC=1.S([O-])(O)(=O)=O.C([N+](CCCC)(CCCC)CCCC)CCC.O>[C:27]([O:31][C:32](=[O:35])[CH2:33][O:18][C@H:14]1[CH2:15][CH2:16][CH2:17][C@H:12]([O:11][C:9]2[C:10]3[C:2]([Br:1])=[C:3]([C:19]4[CH:24]=[CH:23][CH:22]=[CH:21][CH:20]=4)[O:4][C:5]=3[N:6]=[CH:7][N:8]=2)[CH2:13]1)([CH3:30])([CH3:29])[CH3:28] |f:1.2,6.7|. Reported procedure: Add a solution of 625 mg (1.606 mmol) of cis/trans-3-[(5-bromo-6-phenylfuro[2,3-d]pyrimidin-4-yl)oxy]cyclohexanol in 3 ml of toluene to a mixture of 2 ml of toluene and 1.28 g of 50% sodium hydroxide solution (16.05 mmol). Then add 54.5 mg (0.16 mmol) of tetra-n-butylammonium hydrogen sulphate and 626 mg (3.21 mmol) of bromoacetic acid tert-butyl ester to the biphasic mixture, and stir the reaction mixture vigorously at 60° C. for 3 h. Then add to water and neutralize with conc. hydrochloric aci... Reactants: C(C1=CC=CC=C1)[C@@H]1N(CCN(C1)C1=CC(=C(C=C1)OC)OC1CCCC1)C(CC(=O)OCC)=O ((S)-ethyl 3-(2-benzyl-4-(3-(cyclopentyloxy)-4-methoxyphenyl)piperazin-1-yl)-3-oxopropanoate), CN (methylamine), [C-]#N.[Na+] (sodium cyanide). The solvent is CCO (EtOH). Run at time 48 hour. Product: C(C1=CC=CC=C1)[C@@H]1N(CCN(C1)C1=CC(=C(C=C1)OC)OC1CCCC1)C(CC(=O)NC)=O ((S)-3-(2-benzyl-4-(3-(cyclopentyloxy)-4-methoxyphenyl)piperazin-1-yl)-N-methyl-3-oxopropanamide). Isolated yield 87.0%. Reaction SMILES: [CH2:1]([C@H:8]1[CH2:13][N:12]([C:14]2[CH:19]=[CH:18][C:17]([O:20][CH3:21])=[C:16]([O:22][CH:23]3[CH2:27][CH2:26][CH2:25][CH2:24]3)[CH:15]=2)[CH2:11][CH2:10][N:9]1[C:28](=[O:35])[CH2:29][C:30](OCC)=[O:31])[C:2]1[CH:7]=[CH:6][CH:5]=[CH:4][CH:3]=1.[CH3:36][NH2:37].[C-]#N.[Na+]>CCO>[CH2:1]([C@H:8]1[CH2:13][N:12]([C:14]2[CH:19]=[CH:18][C:17]([O:20][CH3:21])=[C:16]([O:22][CH:23]3[CH2:24][CH2:25][CH2:26][CH2:27]3)[CH:15]=2)[CH2:11][CH2:10][N:9]1[C:28](=[O:35])[CH2:29][C:30]([NH:37][CH3:36])=[O:31])[C:2]1[CH:3]=[CH:4][CH:5]=[CH:6][CH:7]=1 |f:2.3|. Procedure details: A solution of (S)-ethyl 3-(2-benzyl-4-(3-(cyclopentyloxy)-4-methoxyphenyl)piperazin-1-yl)-3-oxopropanoate (120 mg, 0.25 mmol) in a ˜33% methylamine solution in EtOH (5 mL) was treated with catalytic amount of sodium cyanide and allowed to stir for 48 h. The reaction mixture was then evaporated, washed with water and air dried to afford the title compound as a pale yellow foam (102 mg, 87%). LC/MS (Method B) 3.34 min, [M+1]+ 366. The solvent is O (H2O), O (water). Procedure details: A 1 liter shaking autoclave made of stainless steel was charged with 1 mol (100 grams) of allyl acetate, 0.5 gram RhCl3 . 3 H2O, 1 gram Ni(CO)4 and 18 grams of water, the autoclave was pressurized with 145 atm/g carbon monoxide and the mixture heated at 138 - 140° C. After a time of reaction of 7 hours the reaction was interrupted and the mixture analyzed. 98 grams of reaction mixture were obtained containing about 15% of vinyl acetic acid. Diallyl ether and vinyl acetic acid allyl ester were no... The reactants are Ni(CO)4, C(=C)CC(=O)O (vinyl acetic acid), stainless steel, C(C)(=O)OCC=C (allyl acetate), RhCl3, [C]=O (carbon monoxide). Yields the product C(C=C)OCC=C (Diallyl ether), C(C=C)OC(CC=C)=O (vinyl acetic acid allyl ester). RXN SMILES: [C:1]([O:4][CH2:5][CH:6]=[CH2:7])(=O)[CH3:2].[C]=O.[CH:10]([CH2:12][C:13]([OH:15])=[O:14])=[CH2:11]>O>[CH2:1]([O:4][CH2:5][CH:6]=[CH2:7])[CH:2]=[CH2:10].[CH2:7]([O:14][C:13](=[O:15])[CH2:12][CH:10]=[CH2:11])[CH:6]=[CH2:5] |^3:7|. Reactants: C1(C=2C(C(N1CSC1=CC=NC=C1)=O)=CC=CC2)=O (4-phthalimidomethylthiopyridine), CN.CO (methylamine methanol), CN.CO (methylamine methanol). Reaction SMILES: [C:1]1(=[O:19])[N:5]([CH2:6][S:7][C:8]2[CH:13]=[CH:12][N:11]=[CH:10][CH:9]=2)[C:4](=[O:14])[C:3]2=[CH:15][CH:16]=[CH:17][CH:18]=[C:2]12.[CH3:20][NH2:21].CO>C(Cl)(Cl)Cl>[CH3:20][NH:21][C:4]([C:3]1[CH:15]=[CH:16][CH:17]=[CH:18][C:2]=1[C:1]([NH:5][CH2:6][S:7][C:8]1[CH:9]=[CH:10][N:11]=[CH:12][CH:13]=1)=[O:19])=[O:14] |f:1.2|. Solvent: C(Cl)(Cl)Cl (chloroform). Reported procedure: To a solution of 6.76 g (25.0 mmol) of 4-phthalimidomethylthiopyridine in 100 ml of chloroform, 5 ml of 40% methylamine-methanol solution was added, and the mixture was stirred at room temperature for 3 hours. Additional 5 ml of 40% methylamine-methanol solution was added, and the mixture was stirred at room temperature for 3 hours. The solvent was distilled off and the residue was purified by column chromatography (eluent: ethanol/ethyl acetate =1:10), and the resulting crude product-was crysta... Conditions: time 3 hour. Yield: 35.1%. The product is CNC(=O)C1=C(C(=O)NCSC2=CC=NC=C2)C=CC=C1 (4-[(2-methylcarbamoylbenzoyl)aminomethylthio]pyridine). The reactants are ( 1 ), C1CCC(CC1)N=C=NC2CCCCC2 (DCC), 4-N,N-dimethylaminopyridine, C[C@@H](CCCCCC)OC1=CC=C(C(=O)O)C=C1 ((S)-4-(1′-methylheptyloxy)benzoic acid), C(C1=CC=CC=C1)OC1=CC=C(C=C1)O (4-benzyloxyphenol). Run in ClCCl (dichloromethane). Conditions: time 30 minute. The product is C[C@@H](CCCCCC)OC1=CC=C(C=C1)C(=O)OC1=CC=C(C=C1)OCC1=CC=CC=C1 ((S)-4-[4′-(1″-methylheptyloxy)phenylcarbonyloxy)-1-benzyloxybenzene). Isolated yield 102.3%. Reaction SMILES: [CH3:1][C@H:2]([O:9][C:10]1[CH:18]=[CH:17][C:13]([C:14]([OH:16])=[O:15])=[CH:12][CH:11]=1)[CH2:3][CH2:4][CH2:5][CH2:6][CH2:7][CH3:8].[CH2:19]([O:26][C:27]1[CH:32]=[CH:31][C:30](O)=[CH:29][CH:28]=1)[C:20]1[CH:25]=[CH:24][CH:23]=[CH:22][CH:21]=1.C1CCC(N=C=NC2CCCCC2)CC1>ClCCl>[CH3:1][C@H:2]([O:9][C:10]1[CH:11]=[CH:12][C:13]([C:14]([O:16][C:30]2[CH:31]=[CH:32][C:27]([O:26][CH2:19][C:20]3[CH:25]=[CH:24][CH:23]=[CH:22][CH:21]=3)=[CH:28][CH:29]=2)=[O:15])=[CH:17][CH:18]=1)[CH2:3][CH2:4][CH2:5][CH2:6][CH2:7][CH3:8]. Procedure details: {circle around (1)}: A mixture comprising 1.25 g of (S)-4-(1′-methylheptyloxy)benzoic acid, 1.0 g of 4-benzyloxyphenol, 1.03 g of DCC and 10 g of dichloromethane was stirred at room temperature for 30 minutes. Then, a catalytic amount of 4-N,N-dimethylaminopyridine was added to the mixture, and the mixture was further stirred at room temperature for 12 hours. After finishing the reaction, insoluble substances were filtered off, followed by distilling off dichloromethane from the filtrate under r... Reactants: [Si](C)(C)(C(C)(C)C)N1C([C@@H]([C@H]1CC(CC(=O)OCC1=CC=C(C=C1)[N+](=O)[O-])=O)[C@@H](C)O)=O ((3S,4R)-1-(t-butyldimethylsilyl)-3-[(R)-1-hydroxyethyl]-4-(3-p-nitrobenzyloxycarbonyl-2-oxopropyl)-azetidin-2-one), Cl (hydrochloric acid). The solvent is CO.O (methanol water), C(C)(=O)OCC (ethyl acetate). Reaction conditions: temperature 0 celsius, time 15 minute. Yields the product O[C@H](C)[C@H]1C(N[C@@H]1CC(CC(=O)OCC1=CC=C(C=C1)[N+](=O)[O-])=O)=O ((3S,4R)-3-[(R)-1-hydroxyethyl]-4-(3-p-nitrobenzyloxycarbonyl-2-oxopropyl)-azetidin-2-one). Reaction SMILES: [Si]([N:8]1[C@H:11]([CH2:12][C:13](=[O:28])[CH2:14][C:15]([O:17][CH2:18][C:19]2[CH:24]=[CH:23][C:22]([N+:25]([O-:27])=[O:26])=[CH:21][CH:20]=2)=[O:16])[C@@H:10]([C@H:29]([OH:31])[CH3:30])[C:9]1=[O:32])(C(C)(C)C)(C)C.Cl>CO.O.C(OCC)(=O)C>[OH:31][C@@H:29]([C@@H:10]1[C@@H:11]([CH2:12][C:13](=[O:28])[CH2:14][C:15]([O:17][CH2:18][C:19]2[CH:20]=[CH:21][C:22]([N+:25]([O-:27])=[O:26])=[CH:23][CH:24]=2)=[O:16])[NH:8][C:9]1=[O:32])[CH3:30] |f:2.3|. Procedure: A solution of (3S,4R)-1-(t-butyldimethylsilyl)-3-[(R)-1-hydroxyethyl]-4-(3-p-nitrobenzyloxycarbonyl-2-oxopropyl)-azetidin-2-one (1.0 mmol) in 20 ml of 9:1 (v/v) methanol-water is cooled to 0° C. Concentrated hydrochloric acid (0.34 ml) is added and the resulting solution is stirred at 0° C. for 15 min., then allowed to warm to room temperature. After 2.5 hrs, at room temperature the reaction mixture is diluted with ethyl acetate (25 ml), washed with water (10 ml) and brine, dried over magnesium ... Starting materials: C(CCC)[Li] (n-butyl lithium), C(C)(=O)OC=1C(=CC2=C(CC(O2)(C)COC2=CC=C(C=NNC(=N)N)C=C2)C1C(C)(C)C)C(C)(C)C (1-{4-[(5-acetoxy-4,6-di-t-butyl-2-methyl-2,3-dihydrobenzofuran-2-yl)methoxy]benzylideneamino}guanidine), [Cl-].[NH4+] (ammonium chloride). The solvent is O1CCCC1 (tetrahydrofuran). Reaction conditions: time 30 minute. The product is C(C)(C)(C)C1=C(C(=CC2=C1CC(O2)(C)COC2=CC=C(C=NNC(=N)N)C=C2)C(C)(C)C)O (1-{4-[(4,6-di-t-butyl-5-hydroxy-2-methyl-2,3-dihydrobenzofuran-2-yl)methoxy]benzylideneamino}guanidine). Isolated yield 25.1%. As a reaction SMILES: C([O:4][C:5]1[C:6]([C:33]([CH3:36])([CH3:35])[CH3:34])=[CH:7][C:8]2[O:12][C:11]([CH2:14][O:15][C:16]3[CH:27]=[CH:26][C:19]([CH:20]=[N:21][NH:22][C:23]([NH2:25])=[NH:24])=[CH:18][CH:17]=3)([CH3:13])[CH2:10][C:9]=2[C:28]=1[C:29]([CH3:32])([CH3:31])[CH3:30])(=O)C.C([Li])CCC.[Cl-].[NH4+]>O1CCCC1>[C:29]([C:28]1[C:9]2[CH2:10][C:11]([CH2:14][O:15][C:16]3[CH:17]=[CH:18][C:19]([CH:20]=[N:21][NH:22][C:23]([NH2:25])=[NH:24])=[CH:26][CH:27]=3)([CH3:13])[O:12][C:8]=2[CH:7]=[C:6]([C:33]([CH3:36])([CH3:35])[CH3:34])[C:5]=1[OH:4])([CH3:32])([CH3:30])[CH3:31] |f:2.3|. Procedure: Under a nitrogen atmosphere, 2.0 g of 1-{4-[(5-acetoxy-4,6-di-t-butyl-2-methyl-2,3-dihydrobenzofuran-2-yl)methoxy]benzylideneamino}guanidine was dissolved in 100 ml of tetrahydrofuran, and 10 ml of n-butyl lithium (1.6 M in n-hexane) was added and the mixture was stirred at room temperature for 30 minutes. After reaction, the reaction solution was combined with a saturated aqueous ammonium chloride solution and extracted with ethyl acetate, and the organic layer was washed with saturated brine, ...